Dataset: the Open Reaction Database (ORD), a public repository of structured organic reaction records. Task: describe an organic reaction: reactants, conditions, products, and yield The reactants are C1(=CC=CC=C1)CCC(=O)Cl (3-phenyl-propionyl chloride), NC1=CC=C(C=C1)C(CCC(=O)OC)=O (4-(4-amino-phenyl)-4-oxo-butyric acid, methyl ester). Product: O=C(CCC(=O)O)C1=CC=C(C=C1)NC(CCC1=CC=CC=C1)=O (4-oxo-4-[4-(3-phenyl-propionylamino)-phenyl]-butyric acid). The yield is 73.8%. As a reaction SMILES: [C:1]1([CH2:7][CH2:8][C:9](Cl)=[O:10])[CH:6]=[CH:5][CH:4]=[CH:3][CH:2]=1.[NH2:12][C:13]1[CH:18]=[CH:17][C:16]([C:19](=[O:26])[CH2:20][CH2:21][C:22]([O:24]C)=[O:23])=[CH:15][CH:14]=1>>[O:26]=[C:19]([C:16]1[CH:15]=[CH:14][C:13]([NH:12][C:9](=[O:10])[CH2:8][CH2:7][C:1]2[CH:6]=[CH:5][CH:4]=[CH:3][CH:2]=2)=[CH:18][CH:17]=1)[CH2:20][CH2:21][C:22]([OH:24])=[O:23]. Procedure: In a manner similar to that described in Example 3, 3-phenyl-propionyl chloride (0.057 g, 0.00034 mol) was allowed to react with 4-(4-amino-phenyl)-4-oxo-butyric acid, methyl ester (0.052 g, 0.00025 mol), and the resulting intermediate was hydrolyzed to give 0.060 g of 4-oxo-4-[4-(3-phenyl-propionylamino)-phenyl]-butyric acid as an off-white solid; MS-(AP+) MH+326. Starting materials: COC=1C=C(C=CC1OC)C(CCC(=O)OC)(CCC(=O)OC)C#N (dimethyl 4-(3,4-dimethoxyphenyl)-4-cyanopimelate), [H-].[Na+] (sodium hydride), CO (methanol). Run in C1(=CC=CC=C1)C (toluene). Reaction conditions: temperature 25 celsius, time 10 hour. Yields the product COC=1C=C(C=CC1OC)C1(CCC(CC1)=O)C#N (4-(3,4-Dimethoxyphenyl)-4-cyanocyclohexanone). As a reaction SMILES: [CH3:1][O:2][C:3]1[CH:4]=[C:5]([C:11]([C:24]#[N:25])([CH2:18][CH2:19][C:20]([O:22]C)=O)[CH2:12][CH2:13]C(OC)=O)[CH:6]=[CH:7][C:8]=1[O:9][CH3:10].[H-].[Na+].CO>C1(C)C=CC=CC=1>[CH3:1][O:2][C:3]1[CH:4]=[C:5]([C:11]2([C:24]#[N:25])[CH2:12][CH2:13][C:20](=[O:22])[CH2:19][CH2:18]2)[CH:6]=[CH:7][C:8]=1[O:9][CH3:10] |f:1.2|. Reported procedure: A solution of dimethyl 4-(3,4-dimethoxyphenyl)-4-cyanopimelate (11.2 g, 32.1 mmol), sodium hydride (2.31 g, 48.1 mmol) and methanol (1 ml) in 250 ml anhydrous toluene was heated at reflux for 10 hours, cooled to 25° C., quenched with 4 ml acetic acid, washed with H2O, alkali, and brine and dried with MgSO4. The volatiles were removed in vacuo. The residue was recrystallized with hexanes-ethyl acetate. This intermediate was heated at reflux in ethanol, concentrated HCl and 25% aqueous H2SO4 for 1... Reactants: ClCc1ccc(Br)cn1, CC#N, CCN(C(C)C)C(C)C, Cl, O, O=C1c2ccccc2C(=O)N1O. The product is O=C1c2ccccc2C(=O)N1OCc1ccc(Br)cn1. Reaction SMILES: [Br:2][c:3]1[cH:4][cH:5][c:6]([CH2:9][Cl:10])[n:7][cH:8]1.[CH3:32][C:33]#[N:34].[CH:23]([N:24]([CH2:25][CH3:26])[CH:27]([CH3:28])[CH3:29])([CH3:30])[CH3:31].[ClH:1].[OH2:35].[OH:11][N:12]1[C:13](=[O:22])[c:14]2[c:15]([cH:18][cH:19][cH:20][cH:21]2)[C:16]1=[O:17]>>[Br:2][c:3]1[cH:4][cH:5][c:6]([CH2:9][O:11][N:12]2[C:13](=[O:22])[c:14]3[c:15]([cH:18][cH:19][cH:20][cH:21]3)[C:16]2=[O:17])[n:7][cH:8]1. The reactants are C(C)(C)(C)ONC(=O)C1=CC=CC(=C1C)[N+](=O)[O-] (6-tert-butyloxycarbamoyl-2-nitrotoluene), C(C)(C)(C)ONC(=O)C=1C=C(N)C=CC1 (3-tert-butyloxycarbamoylaniline). The product is NC1=C(C(=CC=C1)C(NOC(C)(C)C)=O)C (2-Amino-6-tert-butyloxycarbamoyltoluene). Isolated yield 98.9%. RXN SMILES: [C:1]([O:5][NH:6][C:7]([C:9]1[C:14]([CH3:15])=[C:13]([N+:16]([O-])=O)[CH:12]=[CH:11][CH:10]=1)=[O:8])([CH3:4])([CH3:3])[CH3:2].C(ONC(C1C=C(C=CC=1)N)=O)(C)(C)C>>[NH2:16][C:13]1[CH:12]=[CH:11][CH:10]=[C:9]([C:7](=[O:8])[NH:6][O:5][C:1]([CH3:2])([CH3:3])[CH3:4])[C:14]=1[CH3:15]. Reported procedure: This compound was prepared from 6-tert-butyloxycarbamoyl-2-nitrotoluene (4.60 g, 18.2 mmol) in a manner similar to that described for 3-tert-butyloxycarbamoylaniline (EXAMPLE 13), affording 4.00 g (99%) of the desired aniline as a colorless oil. Data for 2-amino-6-tert-butyloxycarbamoyltoluene: 1H NMR (400 MHz, CDCl3) 7.04 and 6.81 (br δ of ABq, 2H, JAB =8.0 Hz, JA =0 Hz, JB =7.9 Hz, 4,5-H), 6.49 (d, 1H, J=8.3 Hz, 3-H), 6.26 (br s, 1H, NH), 3.61 (br s, 2H, NH2), 2.02 (s, 3H, 1-CH3), 1.51 [s, 9H,... Reactants: C[Si](C)(C)[N-][Si](C)(C)C.[K+] (potassium bis(trimethylsilyl)amide), OCC1=NC=CC=C1 (2-hydroxymethylpyridine), C(C)OC1=NC=C(C=C1C=1NC(C=2C(N1)=C(N(N2)CC2=NC=CC=C2)CCC)=O)S(=O)(=O)N2CCN(CC2)CC (5-[2-Ethoxy-5-(4-ethylpiperazin-1-ylsulphonyl)pyridin-3-yl]-3-n-propyl-2-(pyridin-2-yl)methyl-2,6-dihydro-7H-pyrazolo[4,3-d]pyrimidin-7-one). Reaction conditions: temperature 100 celsius, time 14 hour. The product is C(C)N1CCN(CC1)S(=O)(=O)C=1C=C(C(=NC1)OCC1=NC=CC=C1)C=1NC(C=2C(N1)=C(N(N2)CC2=NC=CC=C2)CCC)=O (5-[5-(4-Ethylpiperazin-1-ylsulphonyl)-2-(pyridin-2-ylmethoxy)pyridin-3-yl]-3-n-propyl-2-(pyridin-2-yl)methyl-2,6-dihydro-7H-pyrazolo[4,3-d]pyrimidin-7-one). Isolated yield 21.0%. Reaction SMILES: C[Si]([N-][Si](C)(C)C)(C)C.[K+].[OH:11][CH2:12][C:13]1[CH:18]=[CH:17][CH:16]=[CH:15][N:14]=1.C(O[C:22]1[C:27]([C:28]2[NH:29][C:30](=[O:47])[C:31]3[C:32](=[C:34]([CH2:44][CH2:45][CH3:46])[N:35]([CH2:37][C:38]4[CH:43]=[CH:42][CH:41]=[CH:40][N:39]=4)[N:36]=3)[N:33]=2)=[CH:26][C:25]([S:48]([N:51]2[CH2:56][CH2:55][N:54]([CH2:57][CH3:58])[CH2:53][CH2:52]2)(=[O:50])=[O:49])=[CH:24][N:23]=1)C>>[CH2:57]([N:54]1[CH2:55][CH2:56][N:51]([S:48]([C:25]2[CH:26]=[C:27]([C:28]3[NH:29][C:30](=[O:47])[C:31]4[C:32](=[C:34]([CH2:44][CH2:45][CH3:46])[N:35]([CH2:37][C:38]5[CH:43]=[CH:42][CH:41]=[CH:40][N:39]=5)[N:36]=4)[N:33]=3)[C:22]([O:11][CH2:12][C:13]3[CH:18]=[CH:17][CH:16]=[CH:15][N:14]=3)=[N:23][CH:24]=2)(=[O:50])=[O:49])[CH2:52][CH2:53]1)[CH3:58] |f:0.1|. Procedure details: A stirred mixture of potassium bis(trimethylsilyl)amide (260 mg, 1.32 mmol) and 2-hydroxymethylpyridine (5 ml) was heated at 100° C. for 1hour, then the title compound of Example 26 (150 mg, 0.26 mmol) added and the reaction mixture stirred at 100° C. for 14 hours. The resulting cool mixture was partitioned between dichloromethane (10 ml) and brine (10 ml), the phases separated and the aqueous phase extracted with dichloromethane (2×10 ml). The combined organic solutions were dried (MgSO4) and e... Starting materials: [C@@H](C)(CC)N(C=1C(=NC2=CC=C(C=C2N1)C#N)C1=CC=C(C=C1)F)C ((R)-3-(sec-butyl(methyl)amino)-2-(4-fluorophenyl)quinoxaline-6-carbonitrile), [N-]=[N+]=[N-].[Na+] (NaN3), Cl (HCl). The reagents and catalysts are [Zn+2].[Br-].[Br-] (ZnBr2). The solvent is O (water), CS(=O)C (DMSO), O (water). Run at temperature 130 celsius, time 8 hour. Yields the product [C@@H](C)(CC)N(C1=NC2=CC(=CC=C2N=C1C1=CC=C(C=C1)F)C1=NN=NN1)C ((R)—N-sec-butyl-3-(4-fluorophenyl)-N-methyl-7-(1H-tetrazol-5-yl)quinoxalin-2-amine). Isolated yield 37.6%. Reaction SMILES: [C@H:1]([N:5]([CH3:25])[C:6]1[C:7]([C:18]2[CH:23]=[CH:22][C:21]([F:24])=[CH:20][CH:19]=2)=[N:8][C:9]2[C:14]([N:15]=1)=[CH:13][C:12]([C:16]#[N:17])=[CH:11][CH:10]=2)([CH2:3][CH3:4])[CH3:2].[N-:26]=[N+:27]=[N-:28].[Na+].Cl>CS(C)=O.O.[Zn+2].[Br-].[Br-]>[C@H:1]([N:5]([CH3:25])[C:6]1[C:7]([C:18]2[CH:19]=[CH:20][C:21]([F:24])=[CH:22][CH:23]=2)=[N:8][C:9]2[C:14](=[CH:13][C:12]([C:16]3[NH:28][N:27]=[N:26][N:17]=3)=[CH:11][CH:10]=2)[N:15]=1)([CH2:3][CH3:4])[CH3:2] |f:1.2,6.7.8|. Procedure: To a solution of (R)-3-(sec-butyl(methyl)amino)-2-(4-fluorophenyl)quinoxaline-6-carbonitrile (170 mg, 0.51 mmol) in DMSO (25 mL) was added NaN3 (101 mg, 1.55 mmol), ZnBr2 (56 mg, 0.25 mmol) and water (3 mL) and the resulting mixture was stirred overnight at 130° C. The solution was diluted with water (200 mL) and adjusted to pH 4 with HCl (3N), extracted with ethyl acetate (5×50 mL), and the organic layers combined and dried over anhydrous magnesium and concentrated in vacuo to afford (R)—N-sec-... Reactants: C1COC2(CCC(CC2)=O)O1 (1,4-cyclohexanedione mono-ethylene ketal), N1CCCC1 (pyrrolidine). Reagents/catalysts: O.C1(=CC=C(C=C1)S(=O)(=O)O)C (p-toluenesulfonic acid monohydrate). Solvent: C1CCCCC1 (cyclohexane). The product is O1CCOC12CC=C(CC2)N2CCCC2 (1-(1,4-dioxa-spiro[4.5]dec-7-en-8-yl)-pyrrolidine). Isolated yield 30.2%. As a reaction SMILES: [CH2:1]1[O:11][C:4]2([CH2:9][CH2:8][C:7](=O)[CH2:6][CH2:5]2)[O:3][CH2:2]1.[NH:12]1[CH2:16][CH2:15][CH2:14][CH2:13]1>C1CCCCC1.O.C1(C)C=CC(S(O)(=O)=O)=CC=1>[O:3]1[C:4]2([CH2:9][CH2:8][C:7]([N:12]3[CH2:16][CH2:15][CH2:14][CH2:13]3)=[CH:6][CH2:5]2)[O:11][CH2:1][CH2:2]1 |f:3.4|. Procedure details: Reflux a solution of 1,4-cyclohexanedione mono-ethylene ketal (10.4 g, 66.5 mmol) and pyrrolidine (4.96 g, 69.8 mmol) and p-toluenesulfonic acid monohydrate (0.13 g, 0.66 mmol) in 50 mL cyclohexane overnight with a Dean-Stark trap and drying tube. Filter the mixture, wash with Et2O and concentrate the brown filtrate to afford 4.20 g of 1-(1,4-dioxa-spiro[4.5]dec-7-en-8-yl)-pyrrolidine as brown oil